Task: describe an organic reaction: reactants, conditions, products, and yield. Dataset: the Open Reaction Database (ORD), a public repository of structured organic reaction records The reactants are FC(C(=O)O)(F)F (trifluoroacetic acid), product, Cl.N1N=NN=C1C1=CN=C2SC3=C(N2C1=N)C=CC=C3 (3-(1H-Tetrazol-5-yl)-4H-pyrimido[2,1-b]-benzothiazol-4-imine Hydrochloride), Br (hydrobromic acid), FC(C(=O)O)(F)F (trifluoroacetic acid), Br (hydrobromic acid). The solvent is O (water). Product: Br.N1N=NN=C1C1=CN=C2SC3=C(N2C1=N)C=CC=C3 (3-(1H-tetrazol-5-yl)-4H-pyrimido[2,1-b]benzothiazol-4-imine hydrobromide). RXN SMILES: [BrH:1].FC(F)(F)C(O)=O.Cl.[NH:10]1[C:14]([C:15]2[C:23](=[NH:24])[N:22]3[C:18]([S:19][C:20]4[CH:28]=[CH:27][CH:26]=[CH:25][C:21]=43)=[N:17][CH:16]=2)=[N:13][N:12]=[N:11]1>O>[BrH:1].[NH:10]1[C:14]([C:15]2[C:23](=[NH:24])[N:22]3[C:18]([S:19][C:20]4[CH:28]=[CH:27][CH:26]=[CH:25][C:21]=43)=[N:17][CH:16]=2)=[N:13][N:12]=[N:11]1 |f:2.3,5.6|. Procedure: The product of Example 14, 350 mg. (0.0013 mole) was dissolved with heating in about 10 ml. of 48% aqueous hydrobromic acid to which 5 ml. of trifluoroacetic acid was added. After about 20 min. a yellow precipitate formed which was collected and dried, m.p. 328°-329° dec. Analyses for carbon, hydrogen, and nitrogen corresponded to the hemihydrate having the formula C11H6N6OS.1/2H2O. This product was also obtained, this time in anhydrous form, by hydrolysis of the product of Example 23, 0.11 mole... Reactants: O=C1CCN(CC1)C1=CC=C(C(=O)O)C=C1 (4-(4-Oxo-piperidine-1-y)-benzoic acid), Cl.C(C)OC([C@@H](N)CC(C)C)=O (L-leucine ethyl ester hydrochloride). Product: C(C)OC([C@H](CC(C)C)NC(C1=CC=C(C=C1)N1CCC(CC1)=O)=O)=O (4-Methyl-(2S)-2-[4-(4-oxo-piperidine-1-yl)-benzoylamino]-pentanoic acid ethyl ester). As a reaction SMILES: [O:1]=[C:2]1[CH2:7][CH2:6][N:5]([C:8]2[CH:16]=[CH:15][C:11]([C:12]([OH:14])=O)=[CH:10][CH:9]=2)[CH2:4][CH2:3]1.Cl.[CH2:18]([O:20][C:21](=[O:28])[C@H:22]([CH2:24][CH:25]([CH3:27])[CH3:26])[NH2:23])[CH3:19]>>[CH2:18]([O:20][C:21](=[O:28])[C@@H:22]([NH:23][C:12](=[O:14])[C:11]1[CH:10]=[CH:9][C:8]([N:5]2[CH2:4][CH2:3][C:2](=[O:1])[CH2:7][CH2:6]2)=[CH:16][CH:15]=1)[CH2:24][CH:25]([CH3:26])[CH3:27])[CH3:19] |f:1.2|. Procedure details: The title compound was prepared from 4-(4-oxo-piperidine-1-yl)-benzoic acid (which was obtained in Example 151) and L-leucine ethyl ester hydrochloride according to the procedure of Example 154 as a white flake; 1H NMR (300 MHz, CDCl3) δ 0.99 (t, J=6.2 Hz, 6H), 1.30 (t, J=7.1 Hz, 3H), 1.60-1.80 (m, 3H), 2.56 (t, J=6.0 Hz, 4H), 3.72 (t, J=6.0 Hz, 4H), 4.22 (q, J=7.1 Hz, 2H), 4.80-4.90 (m, 1H), 6.42 (d, J=8.2 Hz, 1H), 6.94 (d, J=7.0 Hz, 2H), 7.77 (d, J=7.0 Hz, 1H); MS (ES) m/z: 361.3 (MH+); HRMS C... Yields the product CCOC(=O)c1cn2ncnc(N)c2c1-c1ccc(N)cc1. RXN SMILES: [CH2:28]1[O:29][CH2:30][CH2:31][CH2:32]1.[CH3:25][CH2:26][OH:27].[NH2:1][c:2]1[n:3][cH:4][n:5][n:6]2[c:7]1[c:8](-[c:16]1[cH:17][cH:18][c:19]([N+:22]([O-:23])=[O:24])[cH:20][cH:21]1)[c:9]([C:11](=[O:12])[O:13][CH2:14][CH3:15])[cH:10]2>>[NH2:1][c:2]1[n:3][cH:4][n:5][n:6]2[c:7]1[c:8](-[c:16]1[cH:17][cH:18][c:19]([NH2:22])[cH:20][cH:21]1)[c:9]([C:11](=[O:12])[O:13][CH2:14][CH3:15])[cH:10]2. Starting materials: C1CCOC1, CCO, CCOC(=O)c1cn2ncnc(N)c2c1-c1ccc([N+](=O)[O-])cc1. Starting materials: ClC1C(NC2=CC=CC(=C12)N=C=S)=O (3-Chloro-4-isothiocyanatooxindole), C1=CC=NC(=C1)OC(=S)OC2=CC=CC=N2 (di-2-pyridyl thionocarbonate), NC1=C2C(=CNC2=CC=C1)Cl (4-amino-3-chloroindole). Reagents/catalysts: CN(C1=CC=NC=C1)C (4-Dimethylaminopyridine). Solvent: C(Cl)Cl (methylene chloride). Conditions: time 1 hour. Product: ClC1=CNC2=CC=CC(=C12)N=C=S (3-chloro-4-isothiocyanatoindole). The yield is 96.0%. As a reaction SMILES: [Cl:1][CH:2]1[C:10]2[C:5](=[CH:6][CH:7]=[CH:8][C:9]=2[N:11]=[C:12]=[S:13])[NH:4][C:3]1=O.C1C=C(OC(OC2N=CC=CC=2)=S)N=CC=1.NC1C=CC=C2C=1C(Cl)=CN2>CN(C)C1C=CN=CC=1.C(Cl)Cl>[Cl:1][C:2]1[C:10]2[C:5](=[CH:6][CH:7]=[CH:8][C:9]=2[N:11]=[C:12]=[S:13])[NH:4][CH:3]=1. Procedure details: 3-Chloro-4-isothiocyanatooxindole. 4-Dimethylaminopyridine (0.031 g, 0.256 mmol) and di-2-pyridyl thionocarbonate (0.983 g, 4.23 mmol) are added to a solution of 4-amino-3-chloroindole (0.655 g, 2.82 mmol) in methylene chloride. The resulting mixture is stirred at room temperature for 1 hour. The volatile organics are removed by rotary evaporation and the crude residue is purified via silica gel column chromatography using 20% ethyl acetate/hexanes as the eluent. The appropriate fractions are co... Starting materials: Cc1ccccc1, O=C(O)c1ccccc1-c1ccc(C(F)(F)F)cc1, CN(C)C=O, O=S(Cl)Cl. Product: O=C(Cl)c1ccccc1-c1ccc(C(F)(F)F)cc1. RXN SMILES: [CH3:1][c:2]1[cH:3][cH:4][cH:5][cH:6][cH:7]1.[F:8][C:9]([c:10]1[cH:11][cH:12][c:13](-[c:16]2[c:17]([C:22](=[O:23])[OH:24])[cH:18][cH:19][cH:20][cH:21]2)[cH:14][cH:15]1)([F:25])[F:26].[O:31]=[CH:32][N:33]([CH3:34])[CH3:35].[S:27]([Cl:28])([Cl:29])=[O:30]>>[F:8][C:9]([c:10]1[cH:11][cH:12][c:13](-[c:16]2[c:17]([C:22](=[O:23])[Cl:29])[cH:18][cH:19][cH:20][cH:21]2)[cH:14][cH:15]1)([F:25])[F:26].